This data is from the Open Reaction Database (ORD), a public repository of structured organic reaction records. The task is: describe an organic reaction: reactants, conditions, products, and yield The reactants are CCOC(=O)c1nnc(SCC)s1, CCN. Product: CCNC(=O)c1nnc(SCC)s1. As a reaction SMILES: [CH2:4]([O:6][C:7](=[O:5])[c:9]1[s:10][c:11]([S:14][CH2:15][CH3:16])[n:12][n:13]1)[CH3:8].[CH3:1][CH2:2][NH2:3]>>[CH3:1][CH2:2][NH:3][C:7](=[O:6])[c:9]1[s:10][c:11]([S:14][CH2:15][CH3:16])[n:12][n:13]1. The reactants are ClC1=CC=C(S1)CN1CC(OCC1)CN (1{4-[(5-Chlorothien-2-yl)methyl]morpholin-2-yl}methanamine), Intermediate 19, FC=1C=C(CBr)C=CC1F (3,4-difluorobenzyl bromide). The product is Intermediate 20, FC=1C=C(CN2CC(OCC2)CN)C=CC1F (1-[4-(3,4-Difluorobenzyl)morpholin-2-yl]methanamine). RXN SMILES: ClC1SC(C[N:8]2[CH2:13][CH2:12][O:11][CH:10]([CH2:14][NH2:15])[CH2:9]2)=CC=1.[F:16][C:17]1[CH:18]=[C:19]([CH:22]=[CH:23][C:24]=1[F:25])[CH2:20]Br>>[F:16][C:17]1[CH:18]=[C:19]([CH:22]=[CH:23][C:24]=1[F:25])[CH2:20][N:8]1[CH2:13][CH2:12][O:11][CH:10]([CH2:14][NH2:15])[CH2:9]1. Reported procedure: Intermediate 20 was prepared in an analogous manner to Intermediate 1 (Alternative Procedure) from Intermediate 19 and 3,4-difluorobenzyl bromide, followed by deprotection to yield the title compound. Reactants: CCC(=CCC1CCCC(O[Si](c2ccccc2)(c2ccccc2)C(C)(C)C)C1)C(=O)OC(C)(C)C, CCCC[N+](CCCC)(CCCC)CCCC, [F-], C1CCOC1. The product is CCC(=CCC1CCCC(O)C1)C(=O)OC(C)(C)C. RXN SMILES: [C:1]([Si:2]([c:3]1[cH:4][cH:5][cH:25][cH:26][cH:27]1)([O:6][CH:7]1[CH2:8][CH:9]([CH2:13][CH:14]=[C:15]([C:16](=[O:17])[O:18][C:19]([CH3:20])([CH3:21])[CH3:22])[CH2:23][CH3:24])[CH2:10][CH2:11][CH2:12]1)[c:28]1[cH:29][cH:30][cH:31][cH:32][cH:33]1)([CH3:34])([CH3:35])[CH3:36].[CH3:38][CH2:39][CH2:40][CH2:41][N+:42]([CH2:43][CH2:44][CH2:45][CH3:46])([CH2:47][CH2:48][CH2:49][CH3:50])[CH2:51][CH2:52][CH2:53][CH3:54].[F-:37].[O:55]1[CH2:56][CH2:57][CH2:58][CH2:59]1>>[OH:6][CH:7]1[CH2:8][CH:9]([CH2:13][CH:14]=[C:15]([C:16](=[O:17])[O:18][C:19]([CH3:20])([CH3:21])[CH3:22])[CH2:23][CH3:24])[CH2:10][CH2:11][CH2:12]1. Starting materials: FC1(CN(CC1)C1=C(C=C(C=N1)C1=NC(=NO1)C1=C(C=C(C=C1)CCC(=O)O)C)C#C[Si](C)(C)C)F (3-(4-(5-(6-(3,3-difluoropyrrolidin-1-yl)-5-(trimethylsilyl)ethynylpyridin-3-yl)-1,2,4-oxadiazol-3-yl)-3-methylphenyl)propanoic acid). Solvent: [F-].C(CCC)[N+](CCCC)(CCCC)CCCC (tetrabutylammonium fluoride). Product: FC1(CN(CC1)C1=C(C=C(C=N1)C1=NC(=NO1)C1=C(C=C(C=C1)CCC(=O)O)C)C#C)F (3-(4-(5-(6-(3,3-Difluoropyrrolidin-1-yl)-5-ethynylpyridin-3-yl)-1,2,4-oxadiazol-3-yl)-3-methylphenyl)propanoic acid). Reaction SMILES: [F:1][C:2]1([F:36])[CH2:6][CH2:5][N:4]([C:7]2[N:12]=[CH:11][C:10]([C:13]3[O:17][N:16]=[C:15]([C:18]4[CH:23]=[CH:22][C:21]([CH2:24][CH2:25][C:26]([OH:28])=[O:27])=[CH:20][C:19]=4[CH3:29])[N:14]=3)=[CH:9][C:8]=2[C:30]#[C:31][Si](C)(C)C)[CH2:3]1>[F-].C([N+](CCCC)(CCCC)CCCC)CCC>[F:36][C:2]1([F:1])[CH2:6][CH2:5][N:4]([C:7]2[N:12]=[CH:11][C:10]([C:13]3[O:17][N:16]=[C:15]([C:18]4[CH:23]=[CH:22][C:21]([CH2:24][CH2:25][C:26]([OH:28])=[O:27])=[CH:20][C:19]=4[CH3:29])[N:14]=3)=[CH:9][C:8]=2[C:30]#[CH:31])[CH2:3]1 |f:1.2|. Reported procedure: A solution of 5 mg of 3-(4-(5-(6-(3,3-difluoropyrrolidin-1-yl)-5-(trimethylsilyl)ethynylpyridin-3-yl)-1,2,4-oxadiazol-3-yl)-3-methylphenyl)propanoic acid in 200 μL of tetrabutylammonium fluoride (1.0 M in THF) was stirred at rt for 2 h. Purification by HPLC B afforded the title compound: 1HNMR (500 MHz, DMSO) δ 2.48 (m, 4H), 2.86 (t, J=7.3, 2H), 4.09 (t, J=7.3, 2H), 4.24 (t, J=13, 2H), 7.24 (d, J=8.4, 1H), 7.28 (s, 1), 7.92 (d, =8.0, 1H), 8.27 (d, J=2.3, 1H), 8.86 (d, J=2.3, 1H). Reactants: [Li+].CC(C)[N-]C(C)C (LDA), ClC1=C(C=CC=C1Cl)CCC#N (3-(2,3-dichlorophenyl)propanenitrile), FC(C(=O)OCC)(F)F (ethyl 2,2,2-trifluoroacetate). Run in [Cl-].[NH4+] (ammonium chloride), Cl (hydrochloric acid), C1CCOC1 (THF). Reaction conditions: temperature -78 celsius, time 0.5 hour. Product: ClC1=C(CC(C#N)C(C(F)(F)F)=O)C=CC=C1Cl (2-(2,3-dichlorobenzyl)-4,4,4-trifluoro-3-oxobutanenitrile). Isolated yield 55.4%. As a reaction SMILES: [Cl:1][C:2]1[C:7]([Cl:8])=[CH:6][CH:5]=[CH:4][C:3]=1[CH2:9][CH2:10][C:11]#[N:12].[Li+].CC([N-]C(C)C)C.[F:21][C:22]([F:29])([F:28])[C:23](OCC)=[O:24]>C1COCC1.[Cl-].[NH4+].Cl>[Cl:1][C:2]1[C:7]([Cl:8])=[CH:6][CH:5]=[CH:4][C:3]=1[CH2:9][CH:10]([C:23](=[O:24])[C:22]([F:29])([F:28])[F:21])[C:11]#[N:12] |f:1.2,5.6|. Procedure: To a mixture of 3-(2,3-dichlorophenyl)propanenitrile (100 mg, 0.5 mmol) in THF (20 mL) was added LDA (0.5 mL, 2 N in hexane, 1 mmol) dropwise at −78° C. under nitrogen. The mixture was stirred at −78° C. for 0.5 h. Then ethyl 2,2,2-trifluoroacetate (177.5 mg, 1.25 mmol) was added to the mixture dropwise. This solution was stirred at −78° C. for 5 h and diluted with sat. aq. ammonium chloride solution and 1N hydrochloric acid. This solution was extracted with EA (30 mL*3). The combined organic la... Starting materials: C(C)C1=CC2=C(N(C=C(C2=O)C(=O)OCC)CC2=CC=C(C=C2)C2=C(C=CC=C2)C2=NN=NN2)S1 (Ethyl 2-ethyl-7-[[2'-(1H-tetrazol-5-yl) biphenyl-4-yl]methyl]-4-oxo-4,7-dihydrothieno[2,3-b]pyridine-5-carboxylate), Cl (hydrochloric acid). Solvent: [OH-].[Na+] (sodium hydroxide). Run at temperature 100 celsius. Yields the product C(C)C1=CC2=C(N(C=C(C2=O)C(=O)O)CC2=CC=C(C=C2)C2=C(C=CC=C2)C2=NN=NN2)S1 (2-Ethyl-7-[[2'-(1H-tetrazol-5-yl)biphenyl-4-yl]methyl]-4-oxo-4,7-dihydrothieno[2,3-b]pyridine-5-carboxylic acid). Yield: 97.3%. RXN SMILES: [CH2:1]([C:3]1[S:35][C:6]2[N:7]([CH2:17][C:18]3[CH:23]=[CH:22][C:21]([C:24]4[CH:29]=[CH:28][CH:27]=[CH:26][C:25]=4[C:30]4[NH:34][N:33]=[N:32][N:31]=4)=[CH:20][CH:19]=3)[CH:8]=[C:9]([C:12]([O:14]CC)=[O:13])[C:10](=[O:11])[C:5]=2[CH:4]=1)[CH3:2].Cl>[OH-].[Na+]>[CH2:1]([C:3]1[S:35][C:6]2[N:7]([CH2:17][C:18]3[CH:19]=[CH:20][C:21]([C:24]4[CH:29]=[CH:28][CH:27]=[CH:26][C:25]=4[C:30]4[NH:31][N:32]=[N:33][N:34]=4)=[CH:22][CH:23]=3)[CH:8]=[C:9]([C:12]([OH:14])=[O:13])[C:10](=[O:11])[C:5]=2[CH:4]=1)[CH3:2] |f:2.3|. Procedure: Ethyl 2-ethyl-7-[[2'-(1H-tetrazol-5-yl) biphenyl-4-yl]methyl]-4-oxo-4,7-dihydrothieno[2,3-b]pyridine-5-carboxylate (600 mg, 1.235 mmol) was dissolved in 6 ml of 1N sodium hydroxide and the mixture was heated at 100° C. for 20 minutes with stirring. After cooling, 7 ml of 1N hydrochloric acid was added to the reaction mixture and the mixture was extracted with chloroform. The organic layer was washed with water, dried (MgSO4), and evaporated to dryness. The resulting crystal was washed with dichl...